From a dataset of the Open Reaction Database (ORD), a public repository of structured organic reaction records. describe an organic reaction: reactants, conditions, products, and yield Reactants: BrC1=CC(=NC(=C1)Cl)Cl (4-bromo-2,6-dichloropyridine), O1CCOCC1 (dioxane), Cl (HCl). The solvent is [OH-].[Na+] (sodium hydroxide). Yields the product BrC1=CC(=NC(=C1)Cl)O (4-bromo-6-chloropyridin-2-ol). Yield: 76.0%. As a reaction SMILES: [Br:1][C:2]1[CH:7]=[C:6]([Cl:8])[N:5]=[C:4](Cl)[CH:3]=1.Cl.[O:11]1CCOCC1>[OH-].[Na+]>[Br:1][C:2]1[CH:7]=[C:6]([Cl:8])[N:5]=[C:4]([OH:11])[CH:3]=1 |f:3.4|. Procedure details: A solution of 4-bromo-2,6-dichloropyridine (1.0 equiv.) in dioxane and aqueous sodium hydroxide (15% by weight solution, 1:1 ratio, 0.55 M) was heated in the microwave for 30 min at 150° C. The solution was cooled to room temperature and neutralized with concentrated HCl (pH=˜6) and extracted with ethyl acetate three times. The organic phase was dried with sodium sulfate, filtered and concentrated. The crude material was dried under vacuo to give 4-bromo-6-chloropyridin-2-ol as an off-white soli... Starting materials: CC1CCC(N)CC1, CC1CCC(N)CC1, CCN(C(C)C)C(C)C, O=C(Cl)Oc1ccc([N+](=O)[O-])cc1, Clc1ccc2c(N3CCNCC3)ccnc2c1. Product: CC1CCC(NC(=O)N2CCN(c3ccnc4cc(Cl)ccc34)CC2)CC1. RXN SMILES: [CH3:1][CH:2]1[CH2:3][CH2:4][CH:5]([NH2:8])[CH2:6][CH2:7]1.[CH3:9][CH:10]1[CH2:11][CH2:12][CH:13]([NH2:14])[CH2:15][CH2:16]1.[CH:30]([N:31]([CH:32]([CH3:33])[CH3:34])[CH2:35][CH3:36])([CH3:37])[CH3:38].[Cl:17][C:18](=[O:19])[O:20][c:21]1[cH:22][cH:23][c:24]([N+:25]([O-:26])=[O:27])[cH:28][cH:29]1.[Cl:39][c:40]1[cH:41][cH:42][c:43]2[c:44]([N:50]3[CH2:51][CH2:52][NH:53][CH2:54][CH2:55]3)[cH:45][cH:46][n:47][c:48]2[cH:49]1>>[CH3:1][CH:2]1[CH2:3][CH2:4][CH:5]([NH:8][C:18](=[O:19])[N:53]2[CH2:52][CH2:51][N:50]([c:44]3[c:43]4[cH:42][cH:41][c:40]([Cl:39])[cH:49][c:48]4[n:47][cH:46][cH:45]3)[CH2:55][CH2:54]2)[CH2:6][CH2:7]1. The reactants are CC1(CCC(C2=CC=C(C=C12)C=C)=O)C (4,4-dimethyl-6-vinyl-3,4-dihydronaphthalen-1(2H)-one), Cl.NO (hydroxylamine hydrochloride), C(C)(=O)[O-].[Na+] (sodium acetate). The solvent is CO (methanol). Yields the product CC1(CC\C(\C2=CC=C(C=C12)C=C)=N/O)C ((E)-4,4-dimethyl-6-vinyl-3,4-dihydronaphthalen-1(2H)-one oxime). Yield: 97.1%. RXN SMILES: [CH3:1][C:2]1([CH3:15])[C:11]2[C:6](=[CH:7][CH:8]=[C:9]([CH:12]=[CH2:13])[CH:10]=2)[C:5](=O)[CH2:4][CH2:3]1.Cl.[NH2:17][OH:18].C([O-])(=O)C.[Na+]>CO>[CH3:1][C:2]1([CH3:15])[C:11]2[C:6](=[CH:7][CH:8]=[C:9]([CH:12]=[CH2:13])[CH:10]=2)/[C:5](=[N:17]/[OH:18])/[CH2:4][CH2:3]1 |f:1.2,3.4|. Procedure details: To a mixture of 4,4-dimethyl-6-vinyl-3,4-dihydronaphthalen-1(2H)-one (Preparation 1C, 0.201 g, 1.004 mmol) and hydroxylamine hydrochloride (0.084 g, 1.20 mmol) in methanol (3 mL) at room temperature was added sodium acetate (0.099 g, 1.20 mmol). The heterogeneous reaction mixture was heated at reflux for 1.5 h. The heterogeneous mixture was concentrated, and the solid residue was diluted with dichloromethane, washed with water, and dried over anhydrous sodium sulfate. Concentration under reduced... Starting materials: aqueous solution, [N+](=O)([O-])C1=CC=C(COC(=O)N2[C@@H](C[C@@H](C2)SC(C)=O)C(N)=O)C=C1 ((2S,4S)-1-(p-nitrobenzyloxycarbonyl)-2-carbamoyl-4-acetylthiopyrrolidine), aqueous solution, [OH-].[Na+] (sodium hydroxide), Cl (hydrochloric acid). The solvent is CO (methanol). Reaction conditions: time 15 minute. Product: [N+](=O)([O-])C1=CC=C(COC(=O)N2[C@@H](C[C@@H](C2)S)C(N)=O)C=C1 ((2S,4S)-1-(p-nitrobenzyloxycarbonyl)-2-carbamoyl-4-mercaptopyrrolidine). As a reaction SMILES: [N+:1]([C:4]1[CH:25]=[CH:24][C:7]([CH2:8][O:9][C:10]([N:12]2[CH2:16][C@@H:15]([S:17]C(=O)C)[CH2:14][C@H:13]2[C:21](=[O:23])[NH2:22])=[O:11])=[CH:6][CH:5]=1)([O-:3])=[O:2].[OH-].[Na+].Cl>CO>[N+:1]([C:4]1[CH:5]=[CH:6][C:7]([CH2:8][O:9][C:10]([N:12]2[CH2:16][C@@H:15]([SH:17])[CH2:14][C@H:13]2[C:21](=[O:23])[NH2:22])=[O:11])=[CH:24][CH:25]=1)([O-:3])=[O:2] |f:1.2|. Procedure details: 950 mg of (2S,4S)-1-(p-nitrobenzyloxycarbonyl)-2-carbamoyl-4-acetylthiopyrrolidine was dissolved in 95 ml of methanol, and 2.59 ml of a 1N aqueous solution of sodium hydroxide was added thereto at room temperature in an argon stream, followed by stirring at that temperature for 15 minutes. The reaction mixture was neutralized with 2.59 ml of a 1N aqueous solution of hydrochloric acid and distilled off under reduced pressure to remove the methanol. The thus precipitated crystals were filtered and... The reactants are ClC(C(=O)C(F)(F)F)Cl (1,1-dichloro-3,3,3-trifluoroacetone), C(C)(=O)[O-].[Na+] (sodium acetate), FC1=C(C=C(C(=C1)Cl)OC(C)C)NN (2-fluoro-4-chloro-5-isopropoxyphenylhydrazine). Solvent: C(C)OCC (diethyl ether), O (water). Run at time 30 minute. Yields the product ClC1=CC(=C(C=C1OC(C)C)NN=CC(C(F)(F)F)=O)F (3,3,3-trifluoro-2-oxopropanal 1-(4-chloro-2-fluoro-5-isopropoxyphenylhydrazone)). The yield is 81.8%. Reaction SMILES: C([O-])(=O)C.[Na+].Cl[CH:7](Cl)[C:8]([C:10]([F:13])([F:12])[F:11])=[O:9].[F:15][C:16]1[CH:21]=[C:20]([Cl:22])[C:19]([O:23][CH:24]([CH3:26])[CH3:25])=[CH:18][C:17]=1[NH:27][NH2:28]>O.C(OCC)C>[Cl:22][C:20]1[C:19]([O:23][CH:24]([CH3:25])[CH3:26])=[CH:18][C:17]([NH:27][N:28]=[CH:7][C:8](=[O:9])[C:10]([F:13])([F:12])[F:11])=[C:16]([F:15])[CH:21]=1 |f:0.1|. Reported procedure: To a solution of 5.3 g of sodium acetate dissolved in 100 ml of water was added 4.4 g of 1,1-dichloro-3,3,3-trifluoroacetone under ice cooling, and the reaction was allowed to proceed at 90° C. for 30 minutes. The reaction solution was left cooling to room temperature, to which a solution of 5.8 g of 2-fluoro-4-chloro-5-isopropoxyphenylhydrazine dissolved in 20 ml of diethyl ether was added, and the mixture was stirred at room temperature for 1 hour. The organic layer was separated, washed once ... RXN SMILES: F[C:2]1[CH:7]=[CH:6][C:5]([N+:8]([O-:10])=[O:9])=[C:4]([O:11][CH:12]([CH3:14])[CH3:13])[CH:3]=1.[N:15]12[CH2:23][CH2:22][CH2:21][C@@H:20]1[CH2:19][NH:18][CH2:17][CH2:16]2.C(=O)([O-])[O-].[K+].[K+].O>CS(C)=O>[N+:8]([C:5]1[CH:6]=[CH:7][C:2]([N:18]2[CH2:17][CH2:16][N:15]3[CH2:23][CH2:22][CH2:21][C@@H:20]3[CH2:19]2)=[CH:3][C:4]=1[O:11][CH:12]([CH3:14])[CH3:13])([O-:10])=[O:9] |f:2.3.4|. The yield is 93.9%. The solvent is CS(=O)C (DMSO). Yields the product [N+](=O)([O-])C1=C(C=C(C=C1)N1C[C@@H]2N(CC1)CCC2)OC(C)C ((8aR)-2-[4-nitro-3-(propan-2-yloxy)phenyl]octahydropyrrolo[1,2-a]pyrazine). Reported procedure: A mixture of 1.0 g of 4-fluoro-1-nitro-2-(propan-2-yloxy)benzene, 634 mg of (R)-1,4-diazabicyclo[4,3,0]nonane and 1.04 g of potassium carbonate in 7 ml of DMSO is stirred at ambient temperature for 21 hours. The reaction medium is run into 15 ml of water and the mixture is then extracted three times with 30 ml of ethyl acetate. The organic phases are dried over magnesium sulfate, filtered and concentrated under vacuum, so as to obtain 1.44 g of (8aR)-2-[4-nitro-3-(propan-2-yloxy)phenyl]octahydro... Reactants: O (water), FC1=CC(=C(C=C1)[N+](=O)[O-])OC(C)C (4-fluoro-1-nitro-2-(propan-2-yloxy)benzene), N12CCNC[C@H]2CCC1 ((R)-1,4-diazabicyclo[4,3,0]nonane), C([O-])([O-])=O.[K+].[K+] (potassium carbonate). Conditions: time 21 hour. Yields the product COC(=O)C(C)(C)NC(=O)c1ccc2ccccc2c1OCc1ccc(OCC(F)(F)F)nc1. RXN SMILES: [CH3:48][O:49][C:50]([C:51]([NH2:52])([CH3:53])[CH3:54])=[O:55].[CH:38]([N:39]([CH2:40][CH3:41])[CH:42]([CH3:43])[CH3:44])([CH3:45])[CH3:46].[ClH:47].[ClH:56].[F:1][C:2]([CH2:3][O:4][c:5]1[cH:6][cH:7][c:8]([CH2:11][O:12][c:13]2[c:14]([C:23](=[O:24])[OH:25])[cH:15][cH:16][c:17]3[cH:18][cH:19][cH:20][cH:21][c:22]23)[cH:9][n:10]1)([F:26])[F:27].[O:58]=[CH:59][N:60]([CH3:61])[CH3:62].[OH2:57].[OH:28][n:29]1[c:30]2[cH:31][cH:32][cH:33][cH:34][c:35]2[n:36][n:37]1>>[F:1][C:2]([CH2:3][O:4][c:5]1[cH:6][cH:7][c:8]([CH2:11][O:12][c:13]2[c:14]([C:23](=[O:24])[NH:52][C:51]([C:50]([O:49][CH3:48])=[O:55])([CH3:53])[CH3:54])[cH:15][cH:16][c:17]3[cH:18][cH:19][cH:20][cH:21][c:22]23)[cH:9][n:10]1)([F:26])[F:27]. Starting materials: COC(=O)C(C)(C)N, CCN(C(C)C)C(C)C, Cl, Cl, O=C(O)c1ccc2ccccc2c1OCc1ccc(OCC(F)(F)F)nc1, CN(C)C=O, O, On1nnc2ccccc21.